Dataset: the Open Reaction Database (ORD), a public repository of structured organic reaction records. Task: describe an organic reaction: reactants, conditions, products, and yield Starting materials: solution, COC1=CC=C(CN)C=C1 (4-methoxybenzylamine), C(C)O (ethanol), solution, C[C@]1(OC1)COC=1C=C(C=CC1)C1=NOC2=C1SC=C2 ((R)-3-[3-(2-methyloxiranylmethoxy)phenyl]-thieno[2,3-d]isoxazole), C(C)O (ethanol), C(C)(=O)OCC (ethyl acetate). The solvent is CO (methanol), ClCCl (dichloromethane). The product is COC1=CC=C(CNC[C@](COC2=CC(=CC=C2)C2=NOC3=C2SC=C3)(O)C)C=C1 ((2R)-1-(4-methoxybenzylamino)-2-methyl-3-(3-thieno[2,3-d]isoxazol-3-yl-phenoxy)-propan-2-ol). The yield is 42.4%. As a reaction SMILES: [CH3:1][O:2][C:3]1[CH:10]=[CH:9][C:6]([CH2:7][NH2:8])=[CH:5][CH:4]=1.C(O)C.[CH3:14][C@:15]1([CH2:18][O:19][C:20]2[CH:21]=[C:22]([C:26]3[C:30]4[S:31][CH:32]=[CH:33][C:29]=4[O:28][N:27]=3)[CH:23]=[CH:24][CH:25]=2)[CH2:17][O:16]1.C(OCC)(=O)C>CO.ClCCl>[CH3:1][O:2][C:3]1[CH:10]=[CH:9][C:6]([CH2:7][NH:8][CH2:14][C@@:15]([CH3:17])([OH:16])[CH2:18][O:19][C:20]2[CH:25]=[CH:24][CH:23]=[C:22]([C:26]3[C:30]4[S:31][CH:32]=[CH:33][C:29]=4[O:28][N:27]=3)[CH:21]=2)=[CH:5][CH:4]=1. Procedure: Add 1 mL of a solution of 4-methoxybenzylamine (0.048 g, 0.00035 mol, Aldrich Chemical Company) and ethanol to 3 mL of a solution of (R)-3-[3-(2-methyloxiranylmethoxy)phenyl]-thieno[2,3-d]isoxazole (example 6, 0.10 g, 0.00035 mol) and ethanol. Shake the reaction mixture under argon at reflux temperature for four hours in a Bohdan apparatus. Cool and concentrate in vacuo to remove the solvent. Purify the residue by flash chromatography (Waters SepPak, silica gel) eluting in step gradient fashion ... Starting materials: I(=O)(=O)(=O)[O-].[Na+] (sodium metaperiodate), CN(\C=C\C1=C(C=C(C=C1)C(=O)OC)[N+](=O)[O-])C ((E)-1-(dimethylamino)-2-[4-(methoxycarbonyl)-2-nitrophenyl]-ethene), ice water. The solvent is O.O1CCCC1 (water tetrahydrofuran). Reaction conditions: time 2.5 hour. Yields the product COC(=O)C1=CC(=C(C=O)C=C1)[N+](=O)[O-] (4-(Methoxycarbonyl)-2-nitrobenzaldehyde). As a reaction SMILES: CN(C)/C=[CH:4]/[C:5]1[CH:10]=[CH:9][C:8]([C:11]([O:13][CH3:14])=[O:12])=[CH:7][C:6]=1[N+:15]([O-:17])=[O:16].I([O-])(=O)(=O)=[O:20].[Na+]>O.O1CCCC1>[CH3:14][O:13][C:11]([C:8]1[CH:9]=[CH:10][C:5]([CH:4]=[O:20])=[C:6]([N+:15]([O-:17])=[O:16])[CH:7]=1)=[O:12] |f:1.2,3.4|. Procedure details: To a mixture of 119.5 g (0.478 mol) of (E)-1-(dimethylamino)-2-[4-(methoxycarbonyl)-2-nitrophenyl]-ethene and 1.3 l of water/tetrahydrofuran mixture (1/1 v/v) were added, in batches, 308.0 g (1.44 mol) of sodium metaperiodate, whilst the reaction temperature was regulated at under +30° C. by external cooling with ice water. The mixture was stirred for a further 2.5 hours at room temperature and then filtered. The precipitate was thoroughly washed with ethyl acetate. The organic phase was separat... Reaction SMILES: [Br:1][C:2]1[C:11]2[C:6](=[CH:7][C:8]([Br:12])=[CH:9][CH:10]=2)[CH:5]=[CH:4][C:3]=1[O:13][CH2:14][CH2:15]Br.C[O:18][C:19](=[O:32])[CH:20]([N:22]1[C:30]2[C:25](=[CH:26][C:27]([OH:31])=[CH:28][CH:29]=2)[CH:24]=[CH:23]1)[CH3:21].C(=O)([O-])[O-].[Cs+].[Cs+].C([O-])(O)=O.[Na+]>CN(C=O)C>[Br:1][C:2]1[C:11]2[C:6](=[CH:7][C:8]([Br:12])=[CH:9][CH:10]=2)[CH:5]=[CH:4][C:3]=1[O:13][CH2:14][CH2:15][O:31][C:27]1[CH:26]=[C:25]2[C:30](=[CH:29][CH:28]=1)[N:22]([C@@H:20]([CH3:21])[C:19]([OH:32])=[O:18])[CH:23]=[CH:24]2 |f:2.3.4,5.6|. Solvent: CN(C)C=O (DMF). Procedure: To a solution of 1,6-dibromo-2-(2-bromo-ethoxy)naphthalene (0.4 g, 0.98 mmol) (Example 15) in dry DMF (6 mL) was added 2-(5-hydroxy-indol-1-yl)-propionic acid methyl ester (0.215 g, 0.98 mmol) (Example 7) followed by cesium carbonate (1.59 g, 4.9 mmol). The reaction mixture was heated to 140° C. for 10 minutes and subsequently at 50° C. for 16 h. A saturated aqueous NaHCO3 solution was added and the reaction mixture was extracted with ethyl acetate. The combined organic layers were dried over Mg... Yields the product BrC1=C(C=CC2=CC(=CC=C12)Br)OCCOC=1C=C2C=CN(C2=CC1)[C@H](C(=O)O)C ((S)-2-{5-[2-(1,6-dibromo-naphthalen-2-yloxy)-ethoxy]-indol-1-yl}-propionic acid). Starting materials: BrC1=C(C=CC2=CC(=CC=C12)Br)OCCBr (1,6-dibromo-2-(2-bromo-ethoxy)-naphthalene), COC(C(C)N1C=CC2=CC(=CC=C12)O)=O (2-(5-hydroxy-indol-1-yl)-propionic acid methyl ester), C(=O)(O)[O-].[Na+] (NaHCO3), C([O-])([O-])=O.[Cs+].[Cs+] (cesium carbonate). Conditions: temperature 50 celsius.